From a dataset of the Open Reaction Database (ORD), a public repository of structured organic reaction records. describe an organic reaction: reactants, conditions, products, and yield Reactants: Cc1cccc(Br)n1, C1CCOC1, CN(C)CCN(C)C, C#Cc1ccc2nnc(C(C)C)n2c1, I[Cu]I. The product is Cc1cccc(C#Cc2ccc3nnc(C(C)C)n3c2)n1. Reaction SMILES: [Br:23][c:24]1[n:25][c:26]([CH3:30])[cH:27][cH:28][cH:29]1.[CH2:34]1[O:35][CH2:36][CH2:37][CH2:38]1.[CH3:15][N:16]([CH3:17])[CH2:18][CH2:19][N:20]([CH3:21])[CH3:22].[CH:1]([CH3:2])([CH3:3])[c:4]1[n:5][n:6][c:7]2[n:8]1[cH:9][c:10]([C:13]#[CH:14])[cH:11][cH:12]2.[Cu:31]([I:32])[I:33]>>[CH:1]([CH3:2])([CH3:3])[c:4]1[n:5][n:6][c:7]2[n:8]1[cH:9][c:10]([C:13]#[C:14][c:24]1[n:25][c:26]([CH3:30])[cH:27][cH:28][cH:29]1)[cH:11][cH:12]2. The reactants are N#CC1(NC(=O)C2CC(S(=O)(=O)c3ccccc3C(F)(F)F)CN2)CC1, Cl, O=C(O)c1ccc(F)cc1. Yields the product N#CC1(NC(=O)C2CC(S(=O)(=O)c3ccccc3C(F)(F)F)CN2C(=O)c2ccc(F)cc2)CC1. Reaction SMILES: [C:2](#[N:3])[C:4]1([NH:7][C:8](=[O:9])[CH:10]2[NH:11][CH2:12][CH:13]([S:15](=[O:16])(=[O:17])[c:18]3[c:19]([C:24]([F:25])([F:26])[F:27])[cH:20][cH:21][cH:22][cH:23]3)[CH2:14]2)[CH2:5][CH2:6]1.[ClH:1].[OH:28][C:29](=[O:30])[c:31]1[cH:32][cH:33][c:34]([F:35])[cH:36][cH:37]1>>[C:2](#[N:3])[C:4]1([NH:7][C:8](=[O:9])[CH:10]2[N:11]([C:29](=[O:28])[c:31]3[cH:32][cH:33][c:34]([F:35])[cH:36][cH:37]3)[CH2:12][CH:13]([S:15](=[O:16])(=[O:17])[c:18]3[c:19]([C:24]([F:25])([F:26])[F:27])[cH:20][cH:21][cH:22][cH:23]3)[CH2:14]2)[CH2:5][CH2:6]1. Reactants: C(C)(C)(C)OC(=O)NC1=C(C=CC=C1)B(O)O (2-(tert-butoxycarbonylamino)phenylboronic acid), ClC=1C(=NC=C(C1)C1=CC=CC=C1)C#N (3-chloro-5-phenylpicolinonitrile), tetrakis(triphenyl-phosphine)palladium, C([O-])([O-])=O.[Na+].[Na+] (sodium carbonate). Run in C1(=CC=CC=C1)C.C(C)O (toluene ethanol), CO (methanol). Yields the product C1(=CC=CC=C1)C=1C=NC2=C(N=C3C(=C2C1)C=CC=C3)N (2-phenylbenzo[f][1,7]naphthyridin-5-amine). Reaction SMILES: C(OC([NH:8][C:9]1[CH:14]=[CH:13][CH:12]=[CH:11][C:10]=1B(O)O)=O)(C)(C)C.Cl[C:19]1[C:20]([C:31]#[N:32])=[N:21][CH:22]=[C:23]([C:25]2[CH:30]=[CH:29][CH:28]=[CH:27][CH:26]=2)[CH:24]=1.C(=O)([O-])[O-].[Na+].[Na+]>C1(C)C=CC=CC=1.C(O)C.CO>[C:25]1([C:23]2[CH:22]=[N:21][C:20]3[C:19]([CH:24]=2)=[C:10]2[CH:11]=[CH:12][CH:13]=[CH:14][C:9]2=[N:8][C:31]=3[NH2:32])[CH:30]=[CH:29][CH:28]=[CH:27][CH:26]=1 |f:2.3.4,5.6|. Procedure details: A solution of 2-(tert-butoxycarbonylamino)phenylboronic acid (1.0 eq.) and 3-chloro-5-phenylpicolinonitrile (from step 1) (1.0 eq.), tetrakis(triphenyl-phosphine)palladium (5 mol %), and 2N aqueous sodium carbonate solution (2.0 eq.) in toluene/ethanol (2:1, 0.03 M) was stirred at 100° C. overnight. After cooling to ambient temperature, the reaction content was diluted with methanol. The insoluble solids were filtered off, and the filtrate was concentrated en vacuo to obtain a crude residue. The... Yields the product FC(F)(F)C(c1ccc[nH]1)c1ccc[nH]1. Starting materials: c1c[nH]c(Cc2ccc[nH]2)c1, COC(O)C(F)(F)F, Cl, C1CCOC1, c1cc[nH]c1. RXN SMILES: [CH2:15]([c:16]1[cH:17][cH:18][cH:19][nH:20]1)[c:21]1[cH:22][cH:23][cH:24][nH:25]1.[CH3:6][O:7][CH:8]([C:9]([F:10])([F:11])[F:12])[OH:13].[ClH:14].[O:26]1[CH2:27][CH2:28][CH2:29][CH2:30]1.[nH:1]1[cH:2][cH:3][cH:4][cH:5]1>>[C:9]([F:10])([F:11])([F:12])[CH:15]([c:16]1[cH:17][cH:18][cH:19][nH:20]1)[c:21]1[cH:22][cH:23][cH:24][nH:25]1. The reactants are CC(C)OB(OC(C)C)OC(C)C, Cc1nc2c(cc1Br)CC1CN(C(=O)OC(C)(C)C)CC(C)N21, [Li]C(C)(C)C, CCOCC, CC(=O)O, OO. Yields the product Cc1nc2c(cc1O)CC1CN(C(=O)OC(C)(C)C)CC(C)N21. RXN SMILES: [B:24]([O:25][CH:34]([CH3:35])[CH3:36])([O:26][CH:27]([CH3:28])[CH3:29])[O:30][CH:31]([CH3:32])[CH3:33].[C:1]([CH3:2])([CH3:3])([CH3:4])[O:5][C:6](=[O:7])[N:8]1[CH2:9][CH:10]2[CH2:11][c:12]3[cH:13][c:14]([Br:23])[c:15]([CH3:22])[n:16][c:17]3[N:18]2[CH:19]([CH3:21])[CH2:20]1.[C:37]([Li:38])([CH3:39])([CH3:40])[CH3:41].[CH3:44][CH2:45][O:46][CH2:47][CH3:48].[CH3:49][C:50](=[O:51])[OH:52].[OH:42][OH:43]>>[C:1]([CH3:2])([CH3:3])([CH3:4])[O:5][C:6](=[O:7])[N:8]1[CH2:9][CH:10]2[CH2:11][c:12]3[cH:13][c:14]([OH:25])[c:15]([CH3:22])[n:16][c:17]3[N:18]2[CH:19]([CH3:21])[CH2:20]1. Starting materials: C1CCOC1, NC(=O)C1CCc2ccccc21, Cl. The product is NCC1CCc2ccccc21. Reaction SMILES: [CH2:14]1[O:15][CH2:16][CH2:17][CH2:18]1.[CH:1]1([C:10](=[O:11])[NH2:12])[CH2:2][CH2:3][c:4]2[cH:5][cH:6][cH:7][cH:8][c:9]21.[ClH:13]>>[CH:1]1([CH2:10][NH2:12])[CH2:2][CH2:3][c:4]2[cH:5][cH:6][cH:7][cH:8][c:9]21. Starting materials: BrC1=CC(=C(OC=2C=C(C=CC2)CC(=O)O)C=C1)CN1C(OCC1)=O ({3-[4-Bromo-2-(2-oxo-oxazolidin-3-ylmethyl)-phenoxy]-phenyl}-acetic acid). Reagents/catalysts: C=1C=CC(=CC1)[P](C=2C=CC=CC2)(C=3C=CC=CC3)[Pd]([P](C=4C=CC=CC4)(C=5C=CC=CC5)C=6C=CC=CC6)([P](C=7C=CC=CC7)(C=8C=CC=CC8)C=9C=CC=CC9)[P](C=1C=CC=CC1)(C=1C=CC=CC1)C=1C=CC=CC1 (Tetrakis(triphenylphosphine)palladium(0)). Solvent: C(C)N (ethylamine). Conditions: temperature 100 celsius. Product: C(C)NC(=O)C1=CC(=C(OC=2C=C(C=CC2)CC(=O)O)C=C1)CN1C(OCC1)=O ({3-[4-Ethylcarbamoyl-2-(2-oxo-oxazolidin-3-ylmethyl)-phenoxy]-phenyl}-acetic acid). RXN SMILES: Br[C:2]1[CH:18]=[CH:17][C:5]([O:6][C:7]2[CH:8]=[C:9]([CH2:13][C:14]([OH:16])=[O:15])[CH:10]=[CH:11][CH:12]=2)=[C:4]([CH2:19][N:20]2[CH2:24][CH2:23][O:22][C:21]2=[O:25])[CH:3]=1>C1C=CC([P]([Pd]([P](C2C=CC=CC=2)(C2C=CC=CC=2)C2C=CC=CC=2)([P](C2C=CC=CC=2)(C2C=CC=CC=2)C2C=CC=CC=2)[P](C2C=CC=CC=2)(C2C=CC=CC=2)C2C=CC=CC=2)(C2C=CC=CC=2)C2C=CC=CC=2)=CC=1.C(N)C>[CH2:19]([NH:20][C:21]([C:2]1[CH:18]=[CH:17][C:5]([O:6][C:7]2[CH:8]=[C:9]([CH2:13][C:14]([OH:16])=[O:15])[CH:10]=[CH:11][CH:12]=2)=[C:4]([CH2:19][N:20]2[CH2:24][CH2:23][O:22][C:21]2=[O:25])[CH:3]=1)=[O:22])[CH3:4] |^1:29,31,50,69|. Procedure: {3-[4-Bromo-2-(2-oxo-oxazolidin-3-ylmethyl)-phenoxy]-phenyl}-acetic acid (0.2 g, 0.49 mmol) and ethylamine (2M in THF; 10 mL) were combined in a sealed tube and flushed with carbon monoxide for 5 minutes. Tetrakis(triphenylphosphine)palladium(0) (0.057 g, 0.05 mmol) was added, and the solution was flushed with carbon monoxide for 10 minutes. The tube was sealed and heated to 100° C. overnight. The crude mixture was purified by preparative HPLC to give the desired product. The reactants are [O-]O.C1(=CC=CC=C1)C(C)C (cumene hydroperoxide), CC=1C(=NC=CC1OCC1COC2(OC1)CCOCC2)CSC2=NC1=C(N2)C=CC=C1 (2-(((3-methyl-4-(1,5,9-trioxaspiro[5.5]undec-3-ylmethoxy)pyridin-2-yl)methyl)thio)-1H-benzimidazole), C(C)(C)N(C(C)C)CC (N,N-diisopropylethylamine), D-(−)-diethyl tartrate, resultant mixture, C(O)([O-])=O.[Na+] (sodium hydrogen carbonate). Reagents/catalysts: CC([O-])C.[Ti+4].CC([O-])C.CC([O-])C.CC([O-])C (Titanium (IV) isopropoxide). Conditions: temperature 50 celsius, time 5 minute. The product is CC=1C(=NC=CC1OCC1COC2(OC1)CCOCC2)CS(=O)C2=NC1=C(N2)C=CC=C1 (2-(((3-methyl-4-(1,5,9-trioxaspiro[5.5]undec-3-ylmethoxy)pyridin-2-yl)methyl)sulfinyl)-1H-benzimidazole). Yield: 43.7%. RXN SMILES: [CH3:1][C:2]1[C:3]([CH2:21][S:22][C:23]2[NH:27][C:26]3[CH:28]=[CH:29][CH:30]=[CH:31][C:25]=3[N:24]=2)=[N:4][CH:5]=[CH:6][C:7]=1[O:8][CH2:9][CH:10]1[CH2:15][O:14][C:13]2([CH2:20][CH2:19][O:18][CH2:17][CH2:16]2)[O:12][CH2:11]1.C(N(CC)C(C)C)(C)C.[O-]O.C1(C(C)C)C=CC=CC=1.C(=O)([O-])[OH:53].[Na+]>CC(C)[O-].[Ti+4].CC(C)[O-].CC(C)[O-].CC(C)[O-]>[CH3:1][C:2]1[C:3]([CH2:21][S:22]([C:23]2[NH:24][C:25]3[CH:31]=[CH:30][CH:29]=[CH:28][C:26]=3[N:27]=2)=[O:53])=[N:4][CH:5]=[CH:6][C:7]=1[O:8][CH2:9][CH:10]1[CH2:15][O:14][C:13]2([CH2:16][CH2:17][O:18][CH2:19][CH2:20]2)[O:12][CH2:11]1 |f:2.3,4.5,6.7.8.9.10|. Procedure: To a toluene (dehydrated)(1.5 ml)-water (1.35 μl, 74.8 μmol) solution of 2-(((3-methyl-4-(1,5,9-trioxaspiro[5.5]undec-3-ylmethoxy)pyridin-2-yl)methyl)thio)-1H-benzimidazole (150 mg, 340 mmol), which was separately obtained in the same manner as described in the steps (10a) to (10d) of Example 10, D-(−)-diethyl tartrate (51.2 μl, 299 μmol) was added and the mixture was stirred at 50° C. for 5 minutes in a nitrogen atmosphere. Titanium (IV) isopropoxide (44.2 μl, 150 μmol) was added and the result... The reactants are COC1=CC=C(C=C1)[C@@H]1SC2=C(N(C([C@@H]1O)=O)CCN(C)C)C=CC(=C2)Cl ((-)-cis-2-(4-methoxyphenyl)-3-hydroxy-5-[2-(dimethylamino)ethyl]-8-chloro-2,3-dihydro-1,5-benzothiazepin-4(5H)-one), C(C)(=O)OC(C)=O (acetic anhydride), Cl (hydrochloride). The solvent is N1=CC=CC=C1 (pyridine). The product is Cl.COC1=CC=C(C=C1)[C@@H]1SC2=C(N(C([C@@H]1OC(C)=O)=O)CCN(C)C)C=CC(=C2)Cl ((-)-cis-2-(4-methoxyphenyl)-3-acetoxy-5-[2-(dimethylamino)ethyl]-8-chloro-2,3-dihydro-1,5-benzothiazepin-4(5H)-one hydrochloride). As a reaction SMILES: [CH3:1][O:2][C:3]1[CH:8]=[CH:7][C:6]([C@H:9]2[C@@H:15]([OH:16])[C:14](=[O:17])[N:13]([CH2:18][CH2:19][N:20]([CH3:22])[CH3:21])[C:12]3[CH:23]=[CH:24][C:25]([Cl:27])=[CH:26][C:11]=3[S:10]2)=[CH:5][CH:4]=1.[C:28](OC(=O)C)(=[O:30])[CH3:29].Cl>N1C=CC=CC=1>[ClH:27].[CH3:1][O:2][C:3]1[CH:4]=[CH:5][C:6]([C@H:9]2[C@@H:15]([O:16][C:28](=[O:30])[CH3:29])[C:14](=[O:17])[N:13]([CH2:18][CH2:19][N:20]([CH3:22])[CH3:21])[C:12]3[CH:23]=[CH:24][C:25]([Cl:27])=[CH:26][C:11]=3[S:10]2)=[CH:7][CH:8]=1 |f:4.5|. Procedure details: A mixture of 6.35 g of (-)-cis-2-(4-methoxyphenyl)-3-hydroxy-5-[2-(dimethylamino)ethyl]-8-chloro-2,3-dihydro-1,5-benzothiazepin-4(5H)-one, 65 ml of acetic anhydride and 0.7 ml of pyridine is treated in the same manner as described in Example 2. The product is converted to its hydrochloride and recrystallized from acetone. 4.28 g of (-)-cis-2-(4-methoxyphenyl)-3-acetoxy-5-[2-(dimethylamino)ethyl]-8-chloro-2,3-dihydro-1,5-benzothiazepin-4(5H)-one hydrochloride are thereby obtained. The reactants are Bisphenol F epoxy resin, C(C=C)(=O)O (acrylic acid), [Cl-].C[NH+](C)C (trimethylammonium chloride), C(CCC)C1=C(C(=C(C=C1)C)O)CCCC (dibutylhydroxy toluene). Solvent: C1(=CC=CC=C1)C (toluene). Conditions: temperature 98 celsius, time 50 hour. The product is epoxy acrylate, C1=CC=C(C(=C1)CC2=CC=CC=C2O)O (bisphenol F). Reaction SMILES: C([C:5]1[CH:10]=[CH:9][C:8](C)=[C:7]([OH:12])[C:6]=1[CH2:13][CH2:14][CH2:15][CH3:16])CCC.[C:17](O)(=[O:20])[CH:18]=[CH2:19].[Cl-].C[NH+](C)C>C1(C)C=CC=CC=1>[CH:16]1[CH:15]=[C:14]([CH2:13][C:6]2[C:7]([OH:12])=[CH:8][CH:9]=[CH:10][CH:5]=2)[C:17]([OH:20])=[CH:18][CH:19]=1 |f:2.3|. Procedure: Bisphenol F epoxy resin (Nihon Kayaku Co., Ltd. RE-404P, epoxy equivalent 160 g/eq., amount of hydrolysis 30 ppm) was dissolved in toluene, and added dibutylhydroxy toluene as the polymerization inhibitor therein, then temperature was risen up to 60° C. Thereafter, acrylic acid in 100% equivalent amount to epoxy group was added, further temperature was risen up to 80° C. Then trimethylammonium chloride as the reaction catalyst was added thereto, followed by stirring at 98° C. for about 50 hours....